Dataset: the Open Reaction Database (ORD), a public repository of structured organic reaction records. Task: describe an organic reaction: reactants, conditions, products, and yield The reactants are CO, CSc1ncc2c(n1)N(C1CCCC1)S(=O)(=O)C=C2, ClCCl, O=S(=O)(c1ccccc1)N1OC1c1ccccc1. The product is CS(=O)c1ncc2c(n1)N(C1CCCC1)S(=O)(=O)C=C2. As a reaction SMILES: [CH3:41][OH:42].[CH:1]1([N:6]2[S:7](=[O:18])(=[O:19])[CH:8]=[CH:9][c:10]3[cH:11][n:12][c:13]([S:16][CH3:17])[n:14][c:15]32)[CH2:2][CH2:3][CH2:4][CH2:5]1.[Cl:38][CH2:39][Cl:40].[c:20]1([S:21]([N:22]2[CH:23]([c:24]3[cH:25][cH:26][cH:28][cH:29][cH:30]3)[O:31]2)(=[O:27])=[O:32])[cH:33][cH:34][cH:35][cH:36][cH:37]1>>[CH:1]1([N:6]2[S:7](=[O:18])(=[O:19])[CH:8]=[CH:9][c:10]3[cH:11][n:12][c:13]([S:16]([CH3:17])=[O:27])[n:14][c:15]32)[CH2:2][CH2:3][CH2:4][CH2:5]1. Starting materials: COC(=O)CC(=O)OC, CCOC(C)=O, CO, C=Cc1ccncc1, [Na]. Yields the product COC(=O)C(CCc1ccncc1)C(=O)OC. Reaction SMILES: [C:4]([CH2:5][C:6](=[O:7])[O:8][CH3:9])(=[O:10])[O:11][CH3:12].[CH3:21][CH2:22][O:23][C:24]([CH3:25])=[O:26].[CH3:2][OH:3].[CH:13](=[CH2:14])[c:15]1[cH:16][cH:17][n:18][cH:19][cH:20]1.[Na:1]>>[C:4]([CH:5]([C:6](=[O:7])[O:8][CH3:9])[CH2:14][CH2:13][c:15]1[cH:16][cH:17][n:18][cH:19][cH:20]1)(=[O:10])[O:11][CH3:12]. Starting materials: C(C)(=O)O (Acetic acid), C[Li] (methyl lithium), CCOCC (ether), N12CCC(CC1)(C2)C(=O)N(C)OC (1-Azabicyclo[2.2.1]hept-4-yl-N-methoxy-N-methyl carboxamide). The solvent is C1CCOC1 (THF). Conditions: temperature -40 celsius. Product: C(C)(=O)C12CCN(CC1)C2 (4-acetyl-1-azabicyclo[2.2.1]heptane). Isolated yield 68.5%. As a reaction SMILES: [N:1]12[CH2:7][C:4]([C:8](N(OC)C)=[O:9])([CH2:5][CH2:6]1)[CH2:3][CH2:2]2.C[Li].[CH3:16]COCC.C(O)(=O)C>C1COCC1>[C:8]([C:4]12[CH2:7][N:1]([CH2:6][CH2:5]1)[CH2:2][CH2:3]2)(=[O:9])[CH3:16]. Procedure details: 1-Azabicyclo[2.2.1]hept-4-yl-N-methoxy-N-methyl carboxamide (D21) (10 g, 0.054 mole) was dissolved in dry THF (250 ml) under nitrogen cooled to -40° C. and treated with methyl lithium in ether (55 ml, 1 molar, 0.055 moles). The solution was allowed to warm to room temperature over a period of 1 h. Acetic acid (3.3 ml, leq) was added and the solution concentrated in vacuo to a gum. The residue was partitioned between chloroform and saturated aqueous potassium carbonate solution. The organic phase... Product: Cc1cc2c(c(C)c1C(F)(F)F)N(CC1CCNCC1)CCCC2N(Cc1cc(C(F)(F)F)cc(C(F)(F)F)c1)c1nnn(C)n1. RXN SMILES: [C:61](=[O:62])([OH:63])[O-:64].[Cl:66][CH2:67][Cl:68].[F:8][C:9]([c:10]1[cH:11][c:12]([CH2:13][N:14]([CH:15]2[c:16]3[c:17]([c:36]([CH3:45])[c:37]([C:41]([F:42])([F:43])[F:44])[c:38]([CH3:40])[cH:39]3)[N:18]([CH2:22][CH:23]3[CH2:24][CH2:25][N:26]([C:29]([O:30][C:31]([CH3:32])([CH3:33])[CH3:34])=[O:35])[CH2:27][CH2:28]3)[CH2:19][CH2:20][CH2:21]2)[c:46]2[n:47][n:48][n:49]([CH3:51])[n:50]2)[cH:52][c:53]([C:55]([F:56])([F:57])[F:58])[cH:54]1)([F:59])[F:60].[Na+:65].[OH:1][C:2]([C:3]([F:4])([F:5])[F:6])=[O:7]>>[F:8][C:9]([c:10]1[cH:11][c:12]([CH2:13][N:14]([CH:15]2[c:16]3[c:17]([c:36]([CH3:45])[c:37]([C:41]([F:42])([F:43])[F:44])[c:38]([CH3:40])[cH:39]3)[N:18]([CH2:22][CH:23]3[CH2:24][CH2:25][NH:26][CH2:27][CH2:28]3)[CH2:19][CH2:20][CH2:21]2)[c:46]2[n:47][n:48][n:49]([CH3:51])[n:50]2)[cH:52][c:53]([C:55]([F:56])([F:57])[F:58])[cH:54]1)([F:59])[F:60]. Reactants: O=C([O-])O, ClCCl, Cc1cc2c(c(C)c1C(F)(F)F)N(CC1CCN(C(=O)OC(C)(C)C)CC1)CCCC2N(Cc1cc(C(F)(F)F)cc(C(F)(F)F)c1)c1nnn(C)n1, [Na+], O=C(O)C(F)(F)F. Reactants: CSC(C#N)c1cccc(C(=O)c2ccccc2)c1, C[O-], CI, CO, [Cl-], [NH4+], [Na+]. The product is CSC(C)(C#N)c1cccc(C(=O)c2ccccc2)c1. Reaction SMILES: [CH3:1][S:2][CH:3]([C:4]#[N:5])[c:6]1[cH:7][c:8]([C:12]([c:13]2[cH:14][cH:15][cH:16][cH:17][cH:18]2)=[O:19])[cH:9][cH:10][cH:11]1.[CH3:20][O-:21].[CH3:23][I:24].[CH3:27][OH:28].[Cl-:25].[NH4+:26].[Na+:22]>>[CH3:1][S:2][C:3]([C:4]#[N:5])([c:6]1[cH:7][c:8]([C:12]([c:13]2[cH:14][cH:15][cH:16][cH:17][cH:18]2)=[O:19])[cH:9][cH:10][cH:11]1)[CH3:20]. The reactants are OC(=O)C(C)C1=CC=C(CC(C)C)C=C1 (ibuprofen), OC[C@H](O)[C@@H](O)[C@H](O)[C@H](O)CO (sorbitol), stainless steel, 30, OC(=O)C(C)C1=CC=C(CC(C)C)C=C1 (ibuprofen). Conditions: temperature 75 celsius, time 12 hour. The product is OC(=O)C(C)C1=CC=C(CC(C)C)C=C1.OC[C@H](O)[C@@H](O)[C@H](O)[C@H](O)CO (Ibuprofen Sorbitol). RXN SMILES: [OH:1][CH2:2][C@@H:3]([C@H:5]([C@@H:7]([C@@H:9]([CH2:11][OH:12])[OH:10])[OH:8])[OH:6])[OH:4].[OH:13][C:14]([CH:16]([C:18]1[CH:27]=[CH:26][C:21]([CH2:22][CH:23]([CH3:25])[CH3:24])=[CH:20][CH:19]=1)[CH3:17])=[O:15]>>[OH:15][C:14]([CH:16]([C:18]1[CH:19]=[CH:20][C:21]([CH2:22][CH:23]([CH3:24])[CH3:25])=[CH:26][CH:27]=1)[CH3:17])=[O:13].[OH:12][CH2:11][C@@H:9]([C@H:7]([C@@H:5]([C@@H:3]([CH2:2][OH:1])[OH:4])[OH:6])[OH:8])[OH:10] |f:2.3|. Procedure: 950 parts of a sorbitol were heated in a stainless steel mixer to 110° and then slowly cooled under high speed agitation to 75° C. and maintained at that temperature. 50 parts of ibuprofen (mp 75°-77° C.) were added very slowly to the vortex to ensure a homogenous distribution. After mixing for 10 minutes, the melt containing 5% ibuprofen was transferred to a Sigma blade mixer and the temperature maintained at 74° C., while agitation continued for 20 minutes at a rotation speed of 30 r.p.m. unti... Starting materials: FC1=C(NS(=O)(=O)C2=CC=CC=C2)C=C(C(=C1)[N+](=O)[O-])F (2,5-difluoro-4-nitro-N-benzenesulphonylaniline), ice, S(O)(O)(=O)=O (sulphuric acid). Run in O (water), O (water). Run at temperature 70 celsius. The product is FC1=C(N)C=C(C(=C1)[N+](=O)[O-])F (2,5-difluoro-4-nitroaniline). RXN SMILES: S(=O)(=O)(O)O.[F:6][C:7]1[CH:22]=[C:21]([N+:23]([O-:25])=[O:24])[C:20]([F:26])=[CH:19][C:8]=1[NH:9]S(C1C=CC=CC=1)(=O)=O>O>[F:6][C:7]1[CH:22]=[C:21]([N+:23]([O-:25])=[O:24])[C:20]([F:26])=[CH:19][C:8]=1[NH2:9]. Reported procedure: 10 ml of water are added with due care to 75 ml of concentrated sulphuric acid; the temperature rises to 70° C. 0.105 mole (33 g) of 2,5-difluoro-4-nitro-N-benzenesulphonylaniline prepared in the previous stage is then added. The temperature is maintained at 70° C. for 2 hours. The reaction mixture is poured onto 1 kg of ice and water and the expected product precipitates. After filtration and washing to neutrality the product is recrystallized from 100 ml of 96° ethanol. It melts at 153° C. The reactants are COCCOC, CN(C)c1cccc2c(S(=O)(=O)Cl)cccc12, Cl, [H-], [H][H], Nc1cnc(Br)c(Cl)n1, [Na+], O. The product is CN(C)c1cccc2c(S(=O)(=O)Nc3cnc(Br)c(Cl)n3)cccc12. Reaction SMILES: [CH2:32]([CH2:33][O:34][CH3:35])[O:36][CH3:37].[CH3:14][N:15]([c:16]1[c:17]2[cH:18][cH:19][cH:20][c:21]([S:26](=[O:27])(=[O:28])[Cl:29])[c:22]2[cH:23][cH:24][cH:25]1)[CH3:30].[ClH:31].[H-:10].[H:12][H:13].[NH2:1][c:2]1[n:3][c:4]([Cl:9])[c:5]([Br:8])[n:6][cH:7]1.[Na+:11].[OH2:38]>>[NH:1]([c:2]1[n:3][c:4]([Cl:9])[c:5]([Br:8])[n:6][cH:7]1)[S:26]([c:21]1[cH:20][cH:19][cH:18][c:17]2[c:16]([N:15]([CH3:14])[CH3:30])[cH:25][cH:24][cH:23][c:22]21)(=[O:27])=[O:28]. Reactants: C(CC)[C@@H]1CC[C@H](CC1)C=CC1=CC=C(C#N)C=C1 (4-(2-(trans-4-propylcyclohexyl)vinyl)benzonitrile), dihydrated sodium, Cl (HCl), C(C)O (ethanol). Run in O (water). Yields the product C(CC)[C@@H]1CC[C@H](CC1)/C=C/C1=CC=C(C#N)C=C1 ((E)-4-(2-(trans-4-propylcyclohexyl)vinyl)benzonitrile). As a reaction SMILES: [CH2:1]([C@H:4]1[CH2:9][CH2:8][C@H:7]([CH:10]=[CH:11][C:12]2[CH:19]=[CH:18][C:15]([C:16]#[N:17])=[CH:14][CH:13]=2)[CH2:6][CH2:5]1)[CH2:2][CH3:3].Cl.C(O)C>O>[CH2:1]([C@H:4]1[CH2:5][CH2:6][C@H:7](/[CH:10]=[CH:11]/[C:12]2[CH:19]=[CH:18][C:15]([C:16]#[N:17])=[CH:14][CH:13]=2)[CH2:8][CH2:9]1)[CH2:2][CH3:3]. Reported procedure: This nitrile in an amount of 11.7 g (0.05 ml) was added to a mixture of 13.9 g (0.07 ml) of dihydrated sodium benzenesufinate, 12 ml of 6N-HCl, and 70 ml of ethanol, and reacted under reflux for 4 hours. After finishing of the reaction, 50 ml of water was added to the reaction product and then extracted with 150 ml of toluene. The organic layer thus obtained was washed with saturated aqueous sodium carbonate solution thrice and with water thrice, and then dried over anhydrous magnesium sulfate. ...